describe an organic reaction: reactants, conditions, products, and yield From a dataset of the Open Reaction Database (ORD), a public repository of structured organic reaction records. The reactants are NC1=C(C=CC=C1)NC(C1=CC=C(C=C1)CN1C(C2=CC=CC(=C2C1)Br)=O)=O (N-(2-aminophenyl)-4-((4-bromo-1-oxoisoindolin-2-yl)methyl)benzamide), FC1=CC=C(C=C1)B(O)O (4-fluorophenyl boronic acid). Product: NC1=C(C=CC=C1)NC(C1=CC=C(C=C1)CN1C(C2=CC=CC(=C2C1)C1=CC=C(C=C1)F)=O)=O (N-(2-aminophenyl)-4-((4-(4-fluorophenyl)-1-oxoisoindolin-2-yl)methyl)benzamide). The yield is 29.0%. Reaction SMILES: [NH2:1][C:2]1[CH:7]=[CH:6][CH:5]=[CH:4][C:3]=1[NH:8][C:9](=[O:28])[C:10]1[CH:15]=[CH:14][C:13]([CH2:16][N:17]2[CH2:25][C:24]3[C:19](=[CH:20][CH:21]=[CH:22][C:23]=3Br)[C:18]2=[O:27])=[CH:12][CH:11]=1.[F:29][C:30]1[CH:35]=[CH:34][C:33](B(O)O)=[CH:32][CH:31]=1>>[NH2:1][C:2]1[CH:7]=[CH:6][CH:5]=[CH:4][C:3]=1[NH:8][C:9](=[O:28])[C:10]1[CH:15]=[CH:14][C:13]([CH2:16][N:17]2[CH2:25][C:24]3[C:19](=[CH:20][CH:21]=[CH:22][C:23]=3[C:33]3[CH:34]=[CH:35][C:30]([F:29])=[CH:31][CH:32]=3)[C:18]2=[O:27])=[CH:12][CH:11]=1. Reported procedure: The procedure of Example 2 was repeated except for using N-(2-aminophenyl)-4-((4-bromo-1-oxoisoindolin-2-yl)methyl)benzamide obtained in Example 9 instead of N-(2-aminophenyl)-4-((4-bromo-5,6-dimethoxy-1-oxoisoindolin-2-yl)methyl)benzamide, and 4-fluorophenyl boronic acid instead of phenyl boronic acid, to obtain the title compound (29%). Reactants: CI, C[O-], CO, [Na+], O=C(O)c1cc(O)cc(C(F)(F)F)c1. The product is COc1cc(C(=O)O)cc(C(F)(F)F)c1. RXN SMILES: [CH3:15][I:16].[CH3:17][O-:18].[CH3:20][OH:21].[Na+:19].[OH:1][c:2]1[cH:3][c:4]([C:5](=[O:6])[OH:7])[cH:8][c:9]([C:11]([F:12])([F:13])[F:14])[cH:10]1>>[O:1]([c:2]1[cH:3][c:4]([C:5](=[O:6])[OH:7])[cH:8][c:9]([C:11]([F:12])([F:13])[F:14])[cH:10]1)[CH3:15].